Dataset: the Open Reaction Database (ORD), a public repository of structured organic reaction records. Task: describe an organic reaction: reactants, conditions, products, and yield Starting materials: COc1cccc2c1CN(Cc1ccccc1)C2, CO. The product is COc1cccc2c1CNC2. As a reaction SMILES: [CH2:1]([c:2]1[cH:3][cH:4][cH:5][cH:6][cH:7]1)[N:8]1[CH2:9][c:10]2[cH:11][cH:12][cH:13][c:14]([O:17][CH3:18])[c:15]2[CH2:16]1.[CH3:19][OH:20]>>[NH:8]1[CH2:9][c:10]2[cH:11][cH:12][cH:13][c:14]([O:17][CH3:18])[c:15]2[CH2:16]1.